From a dataset of the Open Reaction Database (ORD), a public repository of structured organic reaction records. describe an organic reaction: reactants, conditions, products, and yield Starting materials: BrC=1C=C(C(=O)OC)C=C(C1)C(N(CCC)CCC)=O (methyl 3-bromo-5-(dipropylcarbamoyl)benzoate), C(=C)OCCCC (1-(vinyloxy)butane), C1=CC=C(C=C1)P(CCCP(C2=CC=CC=C2)C3=CC=CC=C3)C4=CC=CC=C4 (DPPP), C([O-])([O-])=O.[K+].[K+] (potassium carbonate), Cl (HCl). Reagents/catalysts: C(C)(=O)[O-].[Pd+2].C(C)(=O)[O-] (palladium acetate). Run in CN(C)C=O (DMF), O (H2O). Reaction conditions: temperature 122 celsius. The product is C(C)(=O)C=1C=C(C(=O)OC)C=C(C1)C(N(CCC)CCC)=O (methyl 3-acetyl-5-(dipropylcarbamoyl)-benzoate). Reaction SMILES: Br[C:2]1[CH:3]=[C:4]([CH:9]=[C:10]([C:12](=[O:20])[N:13]([CH2:17][CH2:18][CH3:19])[CH2:14][CH2:15][CH3:16])[CH:11]=1)[C:5]([O:7][CH3:8])=[O:6].[CH:21]([O:23]CCCC)=[CH2:22].C1C=CC(P(C2C=CC=CC=2)CCCP(C2C=CC=CC=2)C2C=CC=CC=2)=CC=1.C(=O)([O-])[O-].[K+].[K+].Cl>CN(C=O)C.O.C([O-])(=O)C.[Pd+2].C([O-])(=O)C>[C:21]([C:2]1[CH:3]=[C:4]([CH:9]=[C:10]([C:12](=[O:20])[N:13]([CH2:17][CH2:18][CH3:19])[CH2:14][CH2:15][CH3:16])[CH:11]=1)[C:5]([O:7][CH3:8])=[O:6])(=[O:23])[CH3:22] |f:3.4.5,9.10.11|. Procedure details: A mixture of methyl 3-bromo-5-(dipropylcarbamoyl)benzoate (342 mg, 1.0 mmol), 1-(vinyloxy)butane (200.4 mg, 0.26 mL, 2.0 mmol), palladium acetate (6.68 mg, 0.030 mmol), DPPP (27.2 mg, 0.066 mmol) and potassium carbonate (166 mg, 1.2 mmol) in DMF (2.5 mL) and H2O (0.3 mL) in a Smith process vial was heated at 122° C. in microwave for 3 h. The reaction mixture was cooled down to RT and hydrolyzed by addition of 5% HCl slowly. The reaction mixture was worked up by extraction with ethyl acetate and ...